This data is from the Open Reaction Database (ORD), a public repository of structured organic reaction records. The task is: describe an organic reaction: reactants, conditions, products, and yield Reaction SMILES: [CH2:4]([CH:5]1[CH2:6][O:7][C:8](=[O:9])[N:10]1[C:17]([CH:18]([CH:19]([OH:20])[c:21]1[c:22]([CH2:35][CH3:36])[cH:23][c:24]([O:27][CH2:28][c:29]2[cH:30][cH:31][cH:32][cH:33][cH:34]2)[cH:25][cH:26]1)[O:37][CH2:38][CH3:39])=[O:40])[c:11]1[cH:12][cH:13][cH:14][cH:15][cH:16]1.[CH3:1][O-:2].[CH3:41][OH:42].[Na+:3]>>[CH3:1][O:2][C:17]([CH:18]([CH:19]([OH:20])[c:21]1[c:22]([CH2:35][CH3:36])[cH:23][c:24]([O:27][CH2:28][c:29]2[cH:30][cH:31][cH:32][cH:33][cH:34]2)[cH:25][cH:26]1)[O:37][CH2:38][CH3:39])=[O:40]. Starting materials: CCOC(C(=O)N1C(=O)OCC1Cc1ccccc1)C(O)c1ccc(OCc2ccccc2)cc1CC, C[O-], CO, [Na+]. Product: CCOC(C(=O)OC)C(O)c1ccc(OCc2ccccc2)cc1CC. Reactants: CCCCNCCCC, COc1ccc2nc(C=Cc3ccc(OCCCCl)cc3)oc2c1. Product: CCCCN(CCCC)CCCOc1ccc(C=Cc2nc3ccc(OC)cc3o2)cc1. As a reaction SMILES: [CH2:1]([CH2:2][CH2:3][CH3:4])[NH:5][CH2:6][CH2:7][CH2:8][CH3:9].[Cl:10][CH2:11][CH2:12][CH2:13][O:14][c:15]1[cH:16][cH:17][c:18]([CH:21]=[CH:22][c:23]2[o:24][c:25]3[c:26]([n:27]2)[cH:28][cH:29][c:30]([O:32][CH3:33])[cH:31]3)[cH:19][cH:20]1>>[CH2:1]([CH2:2][CH2:3][CH3:4])[N:5]([CH2:6][CH2:7][CH2:8][CH3:9])[CH2:11][CH2:12][CH2:13][O:14][c:15]1[cH:16][cH:17][c:18]([CH:21]=[CH:22][c:23]2[o:24][c:25]3[c:26]([n:27]2)[cH:28][cH:29][c:30]([O:32][CH3:33])[cH:31]3)[cH:19][cH:20]1.